This data is from the Open Reaction Database (ORD), a public repository of structured organic reaction records. The task is: describe an organic reaction: reactants, conditions, products, and yield Reactants: ClC(C(Cl)(Cl)Cl)(Cl)Cl (hexachloroethane), solution, C(CCC)[Li] (n-butyllithium), CN(CCN(C)C)C (tetramethylethylenediamine), Cl (hydrochloric acid), FC1=C(C(=O)O)C=CC(=C1)F (2,4-difluorobenzoic acid), ice. The solvent is O1CCCC1 (THF), CCCCCC (hexane), O1CCCC1 (tetrahydrofuran), O (water), O1CCCC1 (tetrahydrofuran). Run at temperature -70 celsius, time 2 hour. Product: FC1=C(C(=O)O)C=CC(=C1Cl)F (2,4-difluoro-3-chlorobenzoic acid). The yield is 40.0%. Reaction SMILES: C([Li])CCC.CN(C)CCN(C)C.[F:14][C:15]1[CH:23]=[C:22]([F:24])[CH:21]=[CH:20][C:16]=1[C:17]([OH:19])=[O:18].[Cl:25]C(Cl)(Cl)C(Cl)(Cl)Cl.Cl>CCCCCC.O1CCCC1.O>[F:14][C:15]1[C:23]([Cl:25])=[C:22]([F:24])[CH:21]=[CH:20][C:16]=1[C:17]([OH:19])=[O:18]. Reported procedure: 294 ml (0.471 mol) of a 1.6N solution of n-butyllithium in hexane are added dropwise and at -70° C. to a solution of 71 ml (0.471 mol) of tetramethylethylenediamine (TMEDA) in 300 ml of dry tetrahydrofuran (THF). 33.8 g (0.214 mol) of 2,4-difluorobenzoic acid, in 100 ml of dry tetrahydrofuran (THF), are added dropwise with stirring, under argon and at -70° C., to the above solution. After stirring for one hour, 111.5 g (0.471 mol) of hexachloroethane in solution in 150 ml of dry THF are run in. ... Reactants: [O-]S(=O)(=O)[O-].[Mg+2] (MgSO4), [BH4-].[Na+] (NaBH4), CCCCCC (hexane), COC1=C(OCC(O)C2=CC=C(C=C2)OC)C=CC=C1 (2-(2-methoxyphenoxy)-1-(4-methoxyphenyl)ethan-1-ol). The reagents and catalysts are [Ni] (Ni). The solvent is CCOCC (Et2O). Reaction conditions: temperature 80 celsius. Yields the product COC1=CC=C(C=C1)C(C)=O (1-(4-methoxyphenyl)ethan-1-one), COC1=CC=C(C=C1)C(C)O (1-(4-methoxyphenyl)ethan-1-ol). Reaction SMILES: CCCCCC.COC1C=CC=CC=1O[CH2:12][CH:13]([C:15]1[CH:20]=[CH:19][C:18]([O:21][CH3:22])=[CH:17][CH:16]=1)[OH:14].[BH4-].[Na+].[O-]S([O-])(=O)=O.[Mg+2]>[Ni].CCOCC>[CH3:22][O:21][C:18]1[CH:19]=[CH:20][C:15]([C:13](=[O:14])[CH3:12])=[CH:16][CH:17]=1.[CH3:22][O:21][C:18]1[CH:19]=[CH:20][C:15]([CH:13]([OH:14])[CH3:12])=[CH:16][CH:17]=1 |f:2.3,4.5|. Reported procedure: To a vial was added wet Raney Ni 4200 (8 mg, 7×10−5 mol, 50 mol %) then 3 mL hexane followed by 2-(2-methoxyphenoxy)-1-(4-methoxyphenyl)ethan-1-ol (38 mg, 1.4×10−4 mol) and of NaBH4 (3 mg, 7×10−5 mol, 50 mol %). The vial was capped and heated to 80° C. for 24 hours. The reaction was cooled, opened and 10 mg of NH4COOH was added. 50 mL of Et2O was used to transfer the crude to an erlenmeyer containing MgSO4. After drying the solution was filtered and concentrated. HNMR gave 63% conversion to 1-(4... The reactants are Cc1ccc2nc(-c3ccccc3C(=O)O)cc(C(=O)O)c2c1, [Na+], c1ccc(Oc2ccccc2)cc1, [OH-], O. Yields the product Cc1ccc2nc(-c3ccccc3C(=O)O)ccc2c1. RXN SMILES: [C:14](=[O:15])([OH:16])[c:17]1[c:18](-[c:23]2[n:24][c:25]3[cH:26][cH:27][c:28]([CH3:36])[cH:29][c:30]3[c:31]([C:33]([OH:34])=[O:35])[cH:32]2)[cH:19][cH:20][cH:21][cH:22]1.[Na+:38].[O:1]([c:2]1[cH:3][cH:4][cH:5][cH:6][cH:7]1)[c:8]1[cH:9][cH:10][cH:11][cH:12][cH:13]1.[OH-:37].[OH2:39]>>[C:14](=[O:15])([OH:16])[c:17]1[c:18](-[c:23]2[n:24][c:25]3[cH:26][cH:27][c:28]([CH3:36])[cH:29][c:30]3[cH:31][cH:32]2)[cH:19][cH:20][cH:21][cH:22]1.